The task is: describe an organic reaction: reactants, conditions, products, and yield. This data is from the Open Reaction Database (ORD), a public repository of structured organic reaction records. Yields the product CN1CCCC1=NC(=O)Nc1ccc(Cl)cc1. Starting materials: O=C=Nc1ccc(Cl)cc1, CN1CCCC1=N, c1ccccc1. Reaction SMILES: [Cl:8][c:9]1[cH:10][cH:11][c:12]([N:15]=[C:16]=[O:17])[cH:13][cH:14]1.[NH:1]=[C:2]1[N:3]([CH3:7])[CH2:4][CH2:5][CH2:6]1.[cH:18]1[cH:19][cH:20][cH:21][cH:22][cH:23]1>>[N:1](=[C:2]1[N:3]([CH3:7])[CH2:4][CH2:5][CH2:6]1)[C:16]([NH:15][c:12]1[cH:11][cH:10][c:9]([Cl:8])[cH:14][cH:13]1)=[O:17]. RXN SMILES: [NH2:1][C:2]([N:9]([CH3:11])[CH3:10])=[C:3]([C:7]#[N:8])[C:4](=[S:6])[NH2:5].OO>C(O)C>[NH2:5][C:4]1[S:6][N:1]=[C:2]([N:9]([CH3:10])[CH3:11])[C:3]=1[C:7]#[N:8]. Reported procedure: A slurry of 5.1 g of 3-amino-2-cyano-3-(dimethylamino)propenethioamide and 25 ml of ethanol was heated to reflux (about 80°) while 3.8 ml of 30% hydrogen peroxide (1.1 g of active H2O2) were added dropwise; the exothermic reaction maintained the mixture at the reflux temperature. After addition of the peroxide was completed, the reaction mixture was heated under reflux for 30 minutes, then filtered hot and allowed to cool. The mixture was diluted with 100 ml of water and stirred for 15 minutes. ... Run in C(C)O (ethanol). Conditions: time 15 minute. The reactants are OO (hydrogen peroxide), NC(=C(C(N)=S)C#N)N(C)C (3-amino-2-cyano-3-(dimethylamino)propenethioamide), peroxide. The product is NC1=C(C(=NS1)N(C)C)C#N (5-Amino-4-cyano-3-(dimethylamino)isothiazole). The reactants are CCC(O)c1ccc(OC)cc1Oc1ccnc2cc(OC)c(OC)cc12, CN(C)C, CS(C)=O, O, O=S(=O)=O. The product is CCC(=O)c1ccc(OC)cc1Oc1ccnc2cc(OC)c(OC)cc12. Reaction SMILES: [CH3:1][O:2][c:3]1[cH:4][c:5]2[c:6]([O:15][c:16]3[c:17]([CH:24]([CH2:25][CH3:26])[OH:27])[cH:18][cH:19][c:20]([O:22][CH3:23])[cH:21]3)[cH:7][cH:8][n:9][c:10]2[cH:11][c:12]1[O:13][CH3:14].[CH3:28][N:29]([CH3:30])[CH3:31].[CH3:37][S:38]([CH3:39])=[O:40].[OH2:36].[S:32](=[O:33])(=[O:34])=[O:35]>>[CH3:1][O:2][c:3]1[cH:4][c:5]2[c:6]([O:15][c:16]3[c:17]([C:24]([CH2:25][CH3:26])=[O:27])[cH:18][cH:19][c:20]([O:22][CH3:23])[cH:21]3)[cH:7][cH:8][n:9][c:10]2[cH:11][c:12]1[O:13][CH3:14]. The reactants are O1CCCC1 (tetrahydrofuran), OC(CS)CO (2,3-dihydroxy-1-propanethiol), O=C1N(SC2=C1C=CC=C2)C2=CC=C(C=C2)S(=O)(=O)N (4-(3-oxo-3H-benzo[d]isothiazol-2-yl) benzenesulfonamide). Run in CO (methanol). Product: OC(CSSC1=C(C(=O)NC2=CC=C(C=C2)S(N)(=O)=O)C=CC=C1)CO (2-(2,3-Dihydroxypropyldisulfanyl)-N-(4-sulfamoylphenyl) benzamide). As a reaction SMILES: [O:1]=[C:2]1[C:6]2[CH:7]=[CH:8][CH:9]=[CH:10][C:5]=2[S:4][N:3]1[C:11]1[CH:16]=[CH:15][C:14]([S:17]([NH2:20])(=[O:19])=[O:18])=[CH:13][CH:12]=1.O1CCCC1.[OH:26][CH:27]([CH2:30][OH:31])[CH2:28][SH:29]>CO>[OH:26][CH:27]([CH2:30][OH:31])[CH2:28][S:29][S:4][C:5]1[CH:10]=[CH:9][CH:8]=[CH:7][C:6]=1[C:2]([NH:3][C:11]1[CH:16]=[CH:15][C:14]([S:17](=[O:19])(=[O:18])[NH2:20])=[CH:13][CH:12]=1)=[O:1]. Reported procedure: This compound was prepared according to the method of Example 132 using a suspension of 0.46 g (1.5 mmol) of 4-(3-oxo-3H-benzo[d]isothiazol-2-yl) benzenesulfonamide in a mixture of 15 mL of methanol, and 15 mL of tetrahydrofuran and 2,3-dihydroxy-1-propanethiol. The product was washed with ether and dried in vacuo to give 0.61 g of the title compound, mp>260° C.